This data is from the Open Reaction Database (ORD), a public repository of structured organic reaction records. The task is: describe an organic reaction: reactants, conditions, products, and yield Reactants: CC(C)(C)OC(=O)CC1=C(n2nc(-c3c(-c4ccccc4)nn4ccccc34)ccc2=O)CCCCC1, ClCCl, O=C(O)C(F)(F)F. Product: O=C(O)CC1=C(n2nc(-c3c(-c4ccccc4)nn4ccccc34)ccc2=O)CCCCC1. Reaction SMILES: [C:1]([CH3:2])([CH3:3])([CH3:4])[O:5][C:6](=[O:7])[CH2:8][C:9]1=[C:10]([n:16]2[n:17][c:18](-[c:23]3[c:24](-[c:32]4[cH:33][cH:34][cH:35][cH:36][cH:37]4)[n:25][n:26]4[c:27]3[cH:28][cH:29][cH:30][cH:31]4)[cH:19][cH:20][c:21]2=[O:22])[CH2:11][CH2:12][CH2:13][CH2:14][CH2:15]1.[Cl:45][CH2:46][Cl:47].[OH:38][C:39]([C:40]([F:41])([F:42])[F:43])=[O:44]>>[O:5]=[C:6]([OH:7])[CH2:8][C:9]1=[C:10]([n:16]2[n:17][c:18](-[c:23]3[c:24](-[c:32]4[cH:33][cH:34][cH:35][cH:36][cH:37]4)[n:25][n:26]4[c:27]3[cH:28][cH:29][cH:30][cH:31]4)[cH:19][cH:20][c:21]2=[O:22])[CH2:11][CH2:12][CH2:13][CH2:14][CH2:15]1.